Dataset: the Open Reaction Database (ORD), a public repository of structured organic reaction records. Task: describe an organic reaction: reactants, conditions, products, and yield Reactants: NC=1N=C(C2=C(N1)SC(=N2)CC2=CC=C(C=C2)F)SC (5-amino-2-(4-fluorobenzyl)-7-methylsulfanylthiazolo[5,4-d]pyrimidine), [OH-].[Na+] (sodium hydroxide), C(C)I (ethyl iodide), ClC=1C=C(C(=O)OO)C=CC1 (m-chloroperoxybenzoic acid), N1CCNCC1 (piperazine), crude residue, ClC1=CC=C(OCC(=O)Cl)C=C1 (4-chlorophenoxyacetyl chloride), C(C)(C)N(CC)C(C)C (diisopropylethylamine). Solvent: CS(=O)C (DMSO). Run at time 16 hour. Yields the product NC=1N=C(C2=C(N1)SC(=N2)C(CC)C2=CC=C(C=C2)F)N2CCN(CC2)C(COC2=CC=C(C=C2)Cl)=O (5-amino-2-[1-(4-fluorophenyl)propyl]-7-(4-[2-(4-chlorophenoxy)acetyl]piperazin-1-yl)thiazolo[5,4-d]pyrimidine). The yield is 16.8%. RXN SMILES: [NH2:1][C:2]1[N:3]=[C:4](SC)[C:5]2[N:10]=[C:9]([CH2:11][C:12]3[CH:17]=[CH:16][C:15]([F:18])=[CH:14][CH:13]=3)[S:8][C:6]=2[N:7]=1.[OH-].[Na+].[CH2:23](I)[CH3:24].ClC1C=C(C=CC=1)C(OO)=O.[NH:37]1[CH2:42][CH2:41][NH:40][CH2:39][CH2:38]1.[Cl:43][C:44]1[CH:54]=[CH:53][C:47]([O:48][CH2:49][C:50](Cl)=[O:51])=[CH:46][CH:45]=1.C(N(C(C)C)CC)(C)C>CS(C)=O>[NH2:1][C:2]1[N:3]=[C:4]([N:37]2[CH2:42][CH2:41][N:40]([C:50](=[O:51])[CH2:49][O:48][C:47]3[CH:53]=[CH:54][C:44]([Cl:43])=[CH:45][CH:46]=3)[CH2:39][CH2:38]2)[C:5]2[N:10]=[C:9]([CH:11]([C:12]3[CH:17]=[CH:16][C:15]([F:18])=[CH:14][CH:13]=3)[CH2:23][CH3:24])[S:8][C:6]=2[N:7]=1 |f:1.2|. Reported procedure: To a solution of 5-amino-2-(4-fluorobenzyl)-7-methylsulfanylthiazolo[5,4-d]pyrimidine (100 mg, 0.33 mmol) in DMSO (1.5 ml) was added sodium hydroxide (2N, 171 μL) and ethyl iodide (0.34 mmol). The reaction mixture was stirred at room temperature for 16 hours whereupon the mixture was extracted with ethyl acetate and brine. The organic phase was dried over magnesium sulfate and concentrated by evaporation in vacuo. The resulting residue was dissolved in dichloromethane (3 ml), cooled to 0° C. and... Procedure: The 2-hydroxymethylbenzimidazole from Part A (4 gms.) was refluxed in a small amount of saturated sodium carbonate solution with addition of sufficient boiling water to dissolve it. A hot, dilute solution of 6.67 gms. of potassium permanganate then was added slowly with stirring. Upon completion of the addition, the resulting suspension was refluxed for 30 minutes. The resulting hot liquid was separated by filtration from manganese dioxide which had formed. The filtrate then was cooled and rende... The product is N1=C(NC2=C1C=CC=C2)C(=O)O (2-Benzimidazolecarboxylic Acid). The solvent is C(C)(=O)O (acetic acid). Starting materials: [Mn](=O)(=O)(=O)[O-].[K+] (potassium permanganate), OCC=1NC2=C(N1)C=CC=C2 (2-hydroxymethylbenzimidazole), C([O-])([O-])=O.[Na+].[Na+] (sodium carbonate), O (water). Reaction SMILES: [OH:1][CH2:2][C:3]1[NH:4][C:5]2[CH:11]=[CH:10][CH:9]=[CH:8][C:6]=2[N:7]=1.C(=O)([O-])[O-:13].[Na+].[Na+].O.[Mn]([O-])(=O)(=O)=O.[K+]>C(O)(=O)C>[N:7]1[C:6]2[CH:8]=[CH:9][CH:10]=[CH:11][C:5]=2[NH:4][C:3]=1[C:2]([OH:13])=[O:1] |f:1.2.3,5.6|. Reactants: [Al+3], COC(=O)CCCC1(c2ccc(F)cc2)OCCO1, [H-], [H-], [H-], [H-], [Li+], C1CCOC1, O. Product: OCCCCC1(c2ccc(F)cc2)OCCO1. RXN SMILES: [Al+3:2].[F:7][c:8]1[cH:9][cH:10][c:11]([C:14]2([CH2:19][CH2:20][CH2:21][C:22](=[O:23])[O:24][CH3:25])[O:15][CH2:16][CH2:17][O:18]2)[cH:12][cH:13]1.[H-:1].[H-:4].[H-:5].[H-:6].[Li+:3].[O:27]1[CH2:28][CH2:29][CH2:30][CH2:31]1.[OH2:26]>>[F:7][c:8]1[cH:9][cH:10][c:11]([C:14]2([CH2:19][CH2:20][CH2:21][CH2:22][OH:23])[O:15][CH2:16][CH2:17][O:18]2)[cH:12][cH:13]1. The reactants are [H-].[H-].[H-].[H-].[Li+].[Al+3] (LAH), NC1=C(C(=O)O)C(=CC=C1)F (2-amino-6-fluoro-benzoic acid), [O-]S(=O)(=O)[O-].[Na+].[Na+] (Na2SO4). Run in C1CCOC1 (THF). Reaction conditions: time 1 hour. Product: NC1=C(C(=CC=C1)F)CO ((2-amino-6-fluoro-phenyl)-methanol). Yield: 102.0%. As a reaction SMILES: [H-].[H-].[H-].[H-].[Li+].[Al+3].[NH2:7][C:8]1[CH:16]=[CH:15][CH:14]=[C:13]([F:17])[C:9]=1[C:10](O)=[O:11].[O-]S([O-])(=O)=O.[Na+].[Na+]>C1COCC1>[NH2:7][C:8]1[CH:16]=[CH:15][CH:14]=[C:13]([F:17])[C:9]=1[CH2:10][OH:11] |f:0.1.2.3.4.5,7.8.9|. Procedure details: LAH (987 mg, 26 mmol) was added slowly to a solution of 2-amino-6-fluoro-benzoic acid (2.69 g, 17.3 mmol) in dry THF (20 mL) at 0° C. The mixture was stirred at room temperature for approximately 1 hr and cooled to 0° C. again. Na2SO4. 10H2O (10 g) was added slowly with stirring for 20 minutes. The mixture was filtered, the solid was washed with THF. The solution was concentrated to yield a yellow solid as (2-amino-6-fluoro-phenyl)-methanol (2.49 g). MS [M−OH]+: 124.1; tR=0.57 min. (method 1) Reactants: CCOC(=O)C(C(=O)OCC)C(=O)OCC, CP(C)C, Cc1ccccc1, CC1CCCO1, CC(C)c1nc2c(n1Cc1ccc(Cl)c(Cl)c1)C(O)CCCC2, CC(C)OC(=O)N=NC(=O)OC(C)C. Product: CCOC(=O)C(C(=O)OCC)(C(=O)OCC)C1CCCCc2nc(C(C)C)n(Cc3ccc(Cl)c(Cl)c3)c21. Reaction SMILES: [CH2:24]([CH3:25])[O:26][C:27](=[O:28])[CH:29]([C:30](=[O:31])[O:32][CH2:33][CH3:34])[C:35](=[O:36])[O:37][CH2:38][CH3:39].[CH3:40][P:41]([CH3:42])[CH3:43].[CH3:58][c:59]1[cH:60][cH:61][cH:62][cH:63][cH:64]1.[CH3:65][CH:66]1[CH2:67][CH2:68][CH2:69][O:70]1.[Cl:1][c:2]1[cH:3][c:4]([CH2:9][n:10]2[c:11]([CH:21]([CH3:22])[CH3:23])[n:12][c:13]3[c:14]2[CH:15]([OH:20])[CH2:16][CH2:17][CH2:18][CH2:19]3)[cH:5][cH:6][c:7]1[Cl:8].[O:44]=[C:45]([O:46][CH:47]([CH3:48])[CH3:49])[N:50]=[N:51][C:52]([O:53][CH:54]([CH3:55])[CH3:56])=[O:57]>>[Cl:1][c:2]1[cH:3][c:4]([CH2:9][n:10]2[c:11]([CH:21]([CH3:22])[CH3:23])[n:12][c:13]3[c:14]2[CH:15]([C:29]([C:27]([O:26][CH2:24][CH3:25])=[O:28])([C:30](=[O:31])[O:32][CH2:33][CH3:34])[C:35](=[O:36])[O:37][CH2:38][CH3:39])[CH2:16][CH2:17][CH2:18][CH2:19]3)[cH:5][cH:6][c:7]1[Cl:8].